Dataset: the Open Reaction Database (ORD), a public repository of structured organic reaction records. Task: describe an organic reaction: reactants, conditions, products, and yield Product: NC(C=1C=C(C(=O)OC)C=CC1OC)=NO (methyl 3-[amino(hydroxyimino)methyl]-4-methoxybenzoate). Reactants: C(#N)C=1C=C(C(=O)OC)C=CC1OC (methyl 3-cyano-4-methoxybenzoate), NO (hydroxylamine). Procedure: A solution of methyl 3-cyano-4-methoxybenzoate (518 mg, 2.71 mmol), hydroxylamine (810 μL, 50% in water, 13.55 mmol) in EtOH (20 mL) was heated for 18 h at 60° C. after which time solvents were removed under vacuum, solid residue was triturated with water filtered and dried under vacuum overnight to give the title compound as an off-white solid (600 mg, quant). 1H NMR (DMSO-d6, 300 MHz) δ 9.48 (s, 1H), 7.97-7.95 (m, 2H), 7.20-7.17 (m, 1H), 5.70 (bs, 2H), 3.87 (s, 3H), 3.82 (s, 3H). LC/MS (Method... Isolated yield 98.7%. RXN SMILES: [C:1]([C:3]1[CH:4]=[C:5]([CH:10]=[CH:11][C:12]=1[O:13][CH3:14])[C:6]([O:8][CH3:9])=[O:7])#[N:2].[NH2:15][OH:16]>CCO>[NH2:2][C:1](=[N:15][OH:16])[C:3]1[CH:4]=[C:5]([CH:10]=[CH:11][C:12]=1[O:13][CH3:14])[C:6]([O:8][CH3:9])=[O:7]. The solvent is CCO (EtOH). Starting materials: COC(C[C@@H](C=1C=NC=CC1)NC(CNC(CCCCNC(=S)NC1=C(C=CC=C1)N)=O)=O)=O (3-(2-{5-[3-(2-Aminophenyl)-thioureido]-pentanoylamino}-acetylamino)-3(S)-pyridin-3-yl-propionic acid methyl ester), mercuric oxide, [S] (sulfur). Run in C(C)O (ethanol). Product: COC(C[C@@H](C=1C=NC=CC1)NC(CNC(CCCCNC1=NC2=C(N1)C=CC=C2)=O)=O)=O (3-{2-[5-(1H-Benzoimidazol -2-yl-amino)-pentanoylamino]-acetyl -amino}-3(S)-pyridin-3-yl-propionic acid methyl ester). As a reaction SMILES: [CH3:1][O:2][C:3](=[O:34])[CH2:4][C@H:5]([NH:12][C:13](=[O:33])[CH2:14][NH:15][C:16](=[O:32])[CH2:17][CH2:18][CH2:19][CH2:20][NH:21][C:22]([NH:24][C:25]1[CH:30]=[CH:29][CH:28]=[CH:27][C:26]=1[NH2:31])=S)[C:6]1[CH:7]=[N:8][CH:9]=[CH:10][CH:11]=1.[S]>C(O)C>[CH3:1][O:2][C:3](=[O:34])[CH2:4][C@H:5]([NH:12][C:13](=[O:33])[CH2:14][NH:15][C:16](=[O:32])[CH2:17][CH2:18][CH2:19][CH2:20][NH:21][C:22]1[NH:31][C:26]2[CH:27]=[CH:28][CH:29]=[CH:30][C:25]=2[N:24]=1)[C:6]1[CH:7]=[N:8][CH:9]=[CH:10][CH:11]=1 |^3:34|. Procedure: An ethanol mixture(20 ml) of 24-7 (89 mg, 0.18 mmol), mercuric oxide (78.8 mg, 0.36 mmol) and sulfur (1.8 mg, 0.056 mmol) was refluxed for 2 hr. After cooling, the mixture was filtered and the filtrate concentrated to a semi-solid which was purified by flash chromatography (20% MeOH/CH2Cl2) to provide 24-8 as a solid. Starting materials: O=C1NC2=C(CCN1C1CCN(CC1)C(=O)O[C@@H](C(=O)N1CCC(CC1)N1CCC(CC1)OCC(=O)OCC)CC1=CC(=C(C(=C1)C)OCC1=CC=CC=C1)C)C=CC=C2 ((R)-1-(4-benzyloxy-3,5-dimethyl-benzyl)-2-(4-ethoxycarbonyl methoxy-1,4′-bipiperidinyl-1′-yl)-2-oxo-ethyl 4-(2-oxo-1,2,4,5-tetrahydro-1,3-benzodiazepin-3-yl)-piperidine-1-carboxylate), [H][H] (hydrogen). The reagents and catalysts are [Pd] (Pd/C). Run in CCO (EtOH). Product: O=C1NC2=C(CCN1C1CCN(CC1)C(=O)O[C@@H](C(=O)N1CCC(CC1)N1CCC(CC1)OCC(=O)OCC)CC1=CC(=C(C(=C1)C)O)C)C=CC=C2 ((R)-2-(4-ethoxycarbonylmethoxy-1,4′-bipiperidinyl-1′-yl)-1-(4-hydroxy-3,5-dimethyl-benzyl)-2-oxo-ethyl 4-(2-oxo-1,2,4,5-tetrahydro-1,3-benzodiazepin-3-yl)-piperidine-1-carboxylate). Reaction SMILES: [O:1]=[C:2]1[N:8]([CH:9]2[CH2:14][CH2:13][N:12]([C:15]([O:17][C@H:18]([CH2:40][C:41]3[CH:46]=[C:45]([CH3:47])[C:44]([O:48]CC4C=CC=CC=4)=[C:43]([CH3:56])[CH:42]=3)[C:19]([N:21]3[CH2:26][CH2:25][CH:24]([N:27]4[CH2:32][CH2:31][CH:30]([O:33][CH2:34][C:35]([O:37][CH2:38][CH3:39])=[O:36])[CH2:29][CH2:28]4)[CH2:23][CH2:22]3)=[O:20])=[O:16])[CH2:11][CH2:10]2)[CH2:7][CH2:6][C:5]2[CH:57]=[CH:58][CH:59]=[CH:60][C:4]=2[NH:3]1.[H][H]>CCO.[Pd]>[O:1]=[C:2]1[N:8]([CH:9]2[CH2:14][CH2:13][N:12]([C:15]([O:17][C@H:18]([CH2:40][C:41]3[CH:46]=[C:45]([CH3:47])[C:44]([OH:48])=[C:43]([CH3:56])[CH:42]=3)[C:19]([N:21]3[CH2:26][CH2:25][CH:24]([N:27]4[CH2:32][CH2:31][CH:30]([O:33][CH2:34][C:35]([O:37][CH2:38][CH3:39])=[O:36])[CH2:29][CH2:28]4)[CH2:23][CH2:22]3)=[O:20])=[O:16])[CH2:11][CH2:10]2)[CH2:7][CH2:6][C:5]2[CH:57]=[CH:58][CH:59]=[CH:60][C:4]=2[NH:3]1. Procedure: 340 mg (0.41 mmol) (R)-1-(4-benzyloxy-3,5-dimethyl-benzyl)-2-(4-ethoxycarbonyl methoxy-1,4′-bipiperidinyl-1′-yl)-2-oxo-ethyl 4-(2-oxo-1,2,4,5-tetrahydro-1,3-benzodiazepin-3-yl)-piperidine-1-carboxylate in 20 mL EtOH were combined with 100 mg 10% Pd/C and hydrogenated at 50° C. and 50 psi hydrogen for 2 h. The catalyst was removed by suction filtering and the solvent was concentrated by evaporation i.vac. The reactants are N1(CCNCC1)CCCCN1C=CC=C1 (1-[4-(piperazinyl)-butyl)pyrrole), ClC1=NC=CC=N1 (2-chloropyrimidine), C([O-])([O-])=O.[K+].[K+] (potassium carbonate). As a reaction SMILES: [N:1]1([CH2:7][CH2:8][CH2:9][CH2:10][N:11]2[CH:15]=[CH:14][CH:13]=[CH:12]2)[CH2:6][CH2:5][NH:4][CH2:3][CH2:2]1.Cl[C:17]1[N:22]=[CH:21][CH:20]=[CH:19][N:18]=1.C(=O)([O-])[O-].[K+].[K+]>CN(C)C=O>[N:18]1[CH:19]=[CH:20][CH:21]=[N:22][C:17]=1[N:4]1[CH2:3][CH2:2][N:1]([CH2:7][CH2:8][CH2:9][CH2:10][N:11]2[CH:15]=[CH:14][CH:13]=[CH:12]2)[CH2:6][CH2:5]1 |f:2.3.4|. Procedure details: A mixture of 4.14 g (20 mmol) of 1-[4-(piperazinyl)-butyl)pyrrole, 2.29 g (20 mmol) of 2-chloropyrimidine and 4.1 g (30 mmol) of potassium carbonate in 60 ml of dimethylformamide is refluxed for 5 hours. The reaction mixture is evaporated under vacuum, chloroform is added and the mixture is washed with water, dried over sodium sulphate and evaporated under vacuum and 3.3 g of 1-{4-[4-(2-pyrimidinyl)-1-piperazinyl]-butyl}pyrrole are obtained in the form of a liquid. The product is N1=C(N=CC=C1)N1CCN(CC1)CCCCN1C=CC=C1 (1-{4-[4-(2-pyrimidinyl)-1-piperazinyl]-butyl}pyrrole). Solvent: CN(C=O)C (dimethylformamide). The reactants are O=C1OCCN1P(=O)(N1C(OCC1)=O)Cl (Bis(2-oxo-3-oxazolidinyl)phosphinic chloride), C(C)(C)N(C(C)C)CC (N,N-diisopropylethyl-amine), C1=CC=C(C=C1)CC2=CC=C(C=C2)N (4-aminodiphenylmethane), C(C)(C)(C)OC(=O)NCC(=O)O (N-tert-butoxycarbonylglycine). The solvent is ClCCl (dichloromethane). Conditions: time 17.5 hour. Yields the product C(C1=CC=CC=C1)C1=CC=C(C=C1)NC(CNC(=O)OC(C)(C)C)=O (N-tert-Butoxycarbonylglycine 4-Benzylphenylamide). The yield is 83.9%. RXN SMILES: O=C1N(P(Cl)(N2CCOC2=O)=O)CCO1.C(N(CC)C(C)C)(C)C.[CH:25]1[CH:30]=[CH:29][C:28]([CH2:31][C:32]2[CH:37]=[CH:36][C:35]([NH2:38])=[CH:34][CH:33]=2)=[CH:27][CH:26]=1.[C:39]([O:43][C:44]([NH:46][CH2:47][C:48](O)=[O:49])=[O:45])([CH3:42])([CH3:41])[CH3:40]>ClCCl>[CH2:31]([C:32]1[CH:33]=[CH:34][C:35]([NH:38][C:48](=[O:49])[CH2:47][NH:46][C:44]([O:43][C:39]([CH3:41])([CH3:40])[CH3:42])=[O:45])=[CH:36][CH:37]=1)[C:28]1[CH:27]=[CH:26][CH:25]=[CH:30][CH:29]=1. Procedure: Bis(2-oxo-3-oxazolidinyl)phosphinic chloride (1.90 g) and N,N-diisopropylethyl-amine (1.5 mL) were added to a solution of 4-aminodiphenylmethane (0.52 g) and N-tert-butoxycarbonylglycine (0.50 g) in dichloromethane (30 mL) at 0° C. After stiriing at 0° C. for 10 min and at room temperature for 17.5 hr, the solvent was removed in vacuo. The residue was diluted with 1 N hydrochloric acid and extracted with ethyl acetate. The organic layer was washed with water, saturated sodium hydrogen carbonate,... Yield: 53.0%. The solvent is C(C)#N (acetonitrile). Procedure details: 2-Amino-3-methylthio-6-(p-fluorophenyl)-5-oxo-2,5-dihydro-1,2,4-triazine (1.0 g) was added to a mixture of an aqueous solution of 40% dimethylamine (5 ml) and acetonitrile (10 ml), and the resultant mixture was heated under reflux for 1 hour. After completion of the reaction, the resultant mixture was evaporated to dryness under reduced pressure to give a crude product. Recrystallization of the crude product from acetone gave 0.7 g of 2-amino-3-dimethylamino-6-(p-fluorophenyl)-5-oxo-2,5-dihydro-... RXN SMILES: [NH2:1][N:2]1[C:7](SC)=[N:6][C:5](=[O:10])[C:4]([C:11]2[CH:16]=[CH:15][C:14]([F:17])=[CH:13][CH:12]=2)=[N:3]1.[CH3:18][NH:19][CH3:20]>C(#N)C>[NH2:1][N:2]1[C:7]([N:19]([CH3:20])[CH3:18])=[N:6][C:5](=[O:10])[C:4]([C:11]2[CH:16]=[CH:15][C:14]([F:17])=[CH:13][CH:12]=2)=[N:3]1. Starting materials: NN1N=C(C(N=C1SC)=O)C1=CC=C(C=C1)F (2-Amino-3-methylthio-6-(p-fluorophenyl)-5-oxo-2,5-dihydro-1,2,4-triazine), CNC (dimethylamine), resultant mixture. Product: NN1N=C(C(N=C1N(C)C)=O)C1=CC=C(C=C1)F (2-amino-3-dimethylamino-6-(p-fluorophenyl)-5-oxo-2,5-dihydro-1,2,4-triazine). Starting materials: Cc1nc(I)ccc1Br, CC#N, N#C[Cu]C#N, [NH4+], N#C[Na], [OH-]. The product is Cc1nc(C#N)ccc1Br. As a reaction SMILES: [Br:1][c:2]1[c:3]([CH3:9])[n:4][c:5]([I:8])[cH:6][cH:7]1.[CH3:10][C:11]#[N:12].[Cu:13]([C:14]#[N:15])[C:16]#[N:17].[NH4+:21].[Na:18][C:19]#[N:20].[OH-:22]>>[Br:1][c:2]1[c:3]([CH3:9])[n:4][c:5]([C:11]#[N:12])[cH:6][cH:7]1.